Dataset: the Open Reaction Database (ORD), a public repository of structured organic reaction records. Task: describe an organic reaction: reactants, conditions, products, and yield Starting materials: CO, Cl, CC(C)(C)OC(=O)NCCCCCCCCCCCCO. The product is Cl, NCCCCCCCCCCCCO. As a reaction SMILES: [CH3:23][OH:24].[ClH:22].[OH:1][CH2:2][CH2:3][CH2:4][CH2:5][CH2:6][CH2:7][CH2:8][CH2:9][CH2:10][CH2:11][CH2:12][CH2:13][NH:14][C:15](=[O:16])[O:17][C:18]([CH3:19])([CH3:20])[CH3:21]>>[ClH:22].[OH:1][CH2:2][CH2:3][CH2:4][CH2:5][CH2:6][CH2:7][CH2:8][CH2:9][CH2:10][CH2:11][CH2:12][CH2:13][NH2:14]. Reactants: CC#N, FC(F)(F)c1ccc(C2NCCc3ccccc32)cc1, O=C(Nc1cncnc1)Oc1ccc([N+](=O)[O-])cc1. The product is O=C(Nc1cncnc1)N1CCc2ccccc2C1c1ccc(C(F)(F)F)cc1. RXN SMILES: [CH3:40][C:41]#[N:42].[F:1][C:2]([c:3]1[cH:4][cH:5][c:6]([CH:9]2[NH:10][CH2:11][CH2:12][c:13]3[cH:14][cH:15][cH:16][cH:17][c:18]32)[cH:7][cH:8]1)([F:19])[F:20].[n:21]1[cH:22][n:23][cH:24][c:25]([NH:27][C:28]([O:29][c:31]2[cH:32][cH:33][c:34]([N+:35]([O-:36])=[O:37])[cH:38][cH:39]2)=[O:30])[cH:26]1>>[F:1][C:2]([c:3]1[cH:4][cH:5][c:6]([CH:9]2[N:10]([C:28]([NH:27][c:25]3[cH:24][n:23][cH:22][n:21][cH:26]3)=[O:29])[CH2:11][CH2:12][c:13]3[cH:14][cH:15][cH:16][cH:17][c:18]32)[cH:7][cH:8]1)([F:19])[F:20]. Starting materials: CN1CCN(CC2CCCN2)CC1, O=C1Nc2ccc(S(=O)(=O)Cl)cc2C1=O. Product: CN1CCN(CC2CCCN2S(=O)(=O)c2ccc3c(c2)C(=O)C(=O)N3)CC1. RXN SMILES: [CH3:16][N:17]1[CH2:18][CH2:19][N:20]([CH2:23][CH:24]2[NH:25][CH2:26][CH2:27][CH2:28]2)[CH2:21][CH2:22]1.[O:1]=[C:2]1[NH:3][c:4]2[cH:5][cH:6][c:7]([S:12](=[O:13])(=[O:14])[Cl:15])[cH:8][c:9]2[C:10]1=[O:11]>>[O:1]=[C:2]1[NH:3][c:4]2[cH:5][cH:6][c:7]([S:12](=[O:13])(=[O:14])[N:25]3[CH:24]([CH2:23][N:20]4[CH2:19][CH2:18][N:17]([CH3:16])[CH2:22][CH2:21]4)[CH2:28][CH2:27][CH2:26]3)[cH:8][c:9]2[C:10]1=[O:11]. Starting materials: C(C)OC(=O)C1(CC2=CC=CC=C2C1)NC(=O)C=1C(=NC(=CC1C)C)N(C)CC (2-{[2-(Ethyl-methyl-amino)-4,6-dimethyl-pyridine-3-carbonyl]-amino}-indan-2-carboxylic acid ethyl ester), O1CCOCC1 (1,4-dioxane), CO (MeOH), LiOH monohydrate, EtOAc heptanes. The solvent is O (water). Run at time 18 hour. The product is C(C)N(C1=NC(=CC(=C1C(=O)NC1(CC2=CC=CC=C2C1)C(=O)O)C)C)C (2-{[2-(Ethyl-methyl-amino)-4,6-dimethyl-pyridine-3-carbonyl]-amino}-indan-2-carboxylic acid). Yield: 74.2%. RXN SMILES: C([O:3][C:4]([C:6]1([NH:15][C:16]([C:18]2[C:19]([N:26]([CH2:28][CH3:29])[CH3:27])=[N:20][C:21]([CH3:25])=[CH:22][C:23]=2[CH3:24])=[O:17])[CH2:14][C:13]2[C:8](=[CH:9][CH:10]=[CH:11][CH:12]=2)[CH2:7]1)=[O:5])C.O1CCOCC1.CO>O>[CH2:28]([N:26]([CH3:27])[C:19]1[C:18]([C:16]([NH:15][C:6]2([C:4]([OH:5])=[O:3])[CH2:14][C:13]3[C:8](=[CH:9][CH:10]=[CH:11][CH:12]=3)[CH2:7]2)=[O:17])=[C:23]([CH3:24])[CH:22]=[C:21]([CH3:25])[N:20]=1)[CH3:29]. Reported procedure: A 100 mL round bottom flask which contains 2-{[2-(ethyl-methyl-amino)-4,6-dimethyl-pyridine-3-carbonyl]-amino}-indan-2-carboxylic acid ethyl ester (348, 260 mg, 0.66 mmol) is charged with 1,4-dioxane (3 mL) and MeOH (3 mL). A stirring bar is added and stirring is initiated. After dissolution, water (1.5 mL) is added followed by the LiOH monohydrate (70 mg, 1.66 mmol). After 18 h, tlc analysis (silica, 50% EtOAc/heptanes) indicates that the starting material is completely consumed. Amberlyst high... As a reaction SMILES: [CH2:8]([CH2:9][CH2:10][CH3:11])[O:12][S:13](=[O:14])(=[O:15])[O:16][CH2:17][CH2:18][CH2:19][CH3:20].[CH3:1][CH2:2][P:3]([CH2:4][CH3:5])[CH2:6][CH3:7]>>[CH2:8]([CH2:9][CH2:10][CH3:11])[O:12][S:13](=[O:14])(=[O:15])[O-:16].[CH3:1][CH2:2][P+:3]([CH2:4][CH3:5])([CH2:6][CH3:7])[CH2:17][CH2:18][CH2:19][CH3:20]. Reactants: CCCCOS(=O)(=O)OCCCC, CCP(CC)CC. The product is CCCCOS(=O)(=O)[O-], CCCC[P+](CC)(CC)CC. Reactants: ClC1=NC=CC(=N1)OCC1(CCC1)CO ((1-{[(2-chloro-4-pyrimidinyl)oxy]methyl}cyclobutyl)methanol), C1(=CC=CC=C1)N1CCNCC1 (1-phenylpiperazine). The product is C1(=CC=CC=C1)N1CCN(CC1)C1=NC=CC(=N1)OCC1(CCC1)CO ([1-({[2-(4-phenyl-1-piperazinyl)-4-pyrimidinyl]oxy}methyl)cyclobutyl]methanol). RXN SMILES: Cl[C:2]1[N:7]=[C:6]([O:8][CH2:9][C:10]2([CH2:14][OH:15])[CH2:13][CH2:12][CH2:11]2)[CH:5]=[CH:4][N:3]=1.[C:16]1([N:22]2[CH2:27][CH2:26][NH:25][CH2:24][CH2:23]2)[CH:21]=[CH:20][CH:19]=[CH:18][CH:17]=1>>[C:16]1([N:22]2[CH2:27][CH2:26][N:25]([C:2]3[N:7]=[C:6]([O:8][CH2:9][C:10]4([CH2:14][OH:15])[CH2:13][CH2:12][CH2:11]4)[CH:5]=[CH:4][N:3]=3)[CH2:24][CH2:23]2)[CH:21]=[CH:20][CH:19]=[CH:18][CH:17]=1. Procedure: The title compound was prepared from (1-{[(2-chloro-4-pyrimidinyl)oxy]methyl}cyclobutyl)methanol using the same experimental procedure as in example 21a using 1-phenylpiperazine. 1H NMR (300 MHz, CDCl3) δ 8.01 (d, J=6 Hz, 1H), 7.21 (m, 2H), 6.92-6.82 (m, 3H), 5.93 (d, J=6 Hz, 1H), 4.37 (s, 2H), 3.90 (m, 4H), 3.58 (s, 2H), 3.18 (m, 4H), 2.54 (br s, 1H).